From a dataset of the Open Reaction Database (ORD), a public repository of structured organic reaction records. describe an organic reaction: reactants, conditions, products, and yield Product: Cc1ccc(S(=O)(=O)OCCC2Cc3ccccc3OC2(C)C)cc1. As a reaction SMILES: [CH3:12][C:13]1([CH3:26])[O:14][c:15]2[cH:16][cH:17][cH:18][cH:19][c:20]2[CH2:21][CH:22]1[CH2:23][CH2:24][OH:25].[c:1]1([CH3:11])[cH:2][cH:3][c:4]([S:7](=[O:8])(=[O:9])[Cl:10])[cH:5][cH:6]1.[cH:27]1[cH:28][cH:29][n:30][cH:31][cH:32]1>>[c:1]1([CH3:11])[cH:2][cH:3][c:4]([S:7](=[O:8])(=[O:9])[O:25][CH2:24][CH2:23][CH:22]2[C:13]([CH3:12])([CH3:26])[O:14][c:15]3[cH:16][cH:17][cH:18][cH:19][c:20]3[CH2:21]2)[cH:5][cH:6]1. Reactants: CC1(C)Oc2ccccc2CC1CCO, Cc1ccc(S(=O)(=O)Cl)cc1, c1ccncc1. The yield is 84.0%. Procedure details: In a 100 ml round bottom flask were placed 20 g of thiazolidine, 15.6 g of piperonal and 7.7 g of beta-alanine in 80 ml of acetic acid. The reaction was stirred for 3 h at 100° C. and then slowly cooled to room temperature, while the desired condensation product crystallized. The crystals were filtered, washed with acetic acid (rt.) and water than recrystallized from DME (25 ml), affording 28 g (84%) of pure 5-(1,3-benzodioxol-5-ylmethylene)-1,3-thiazolidine-2,4-dione. The corresponding potassiu... The reactants are S1CNCC1 (thiazolidine), C(C)(=O)O (acetic acid), C1=CC2=C(C=C1C=O)OCO2 (piperonal), NCCC(=O)O (beta-alanine). Reaction SMILES: [S:1]1CC[NH:3][CH2:2]1.[CH:6]1[C:11]([CH:12]=O)=[CH:10][C:9]2[O:14][CH2:15][O:16][C:8]=2[CH:7]=1.NC[CH2:19][C:20]([OH:22])=O.C(O)(=[O:25])C>>[O:16]1[C:8]2[CH:7]=[CH:6][C:11]([CH:12]=[C:19]3[S:1][C:2](=[O:25])[NH:3][C:20]3=[O:22])=[CH:10][C:9]=2[O:14][CH2:15]1. Run at temperature 100 celsius, time 3 hour. Product: O1COC2=C1C=CC(=C2)C=C2C(NC(S2)=O)=O (5-(1,3-benzodioxol-5-ylmethylene)-1,3-thiazolidine-2,4-dione). Starting materials: O=C([O-])O, CCOC(C)=O, [Na+], Cc1cc(=O)n(CC2OCCO2)c2cc(-c3ccccc3)ccc12, O=C(O)C(F)(F)F. Product: Cc1cc(=O)n(CC=O)c2cc(-c3ccccc3)ccc12. Reaction SMILES: [C:32](=[O:33])([O-:34])[OH:35].[CH3:37][CH2:38][O:39][C:40](=[O:41])[CH3:42].[Na+:36].[O:1]1[CH:2]([CH2:6][n:7]2[c:8](=[O:24])[cH:9][c:10]([CH3:23])[c:11]3[cH:12][cH:13][c:14](-[c:17]4[cH:18][cH:19][cH:20][cH:21][cH:22]4)[cH:15][c:16]23)[O:5][CH2:4][CH2:3]1.[OH:25][C:26]([C:27]([F:28])([F:29])[F:30])=[O:31]>>[O:1]=[CH:2][CH2:6][n:7]1[c:8](=[O:24])[cH:9][c:10]([CH3:23])[c:11]2[cH:12][cH:13][c:14](-[c:17]3[cH:18][cH:19][cH:20][cH:21][cH:22]3)[cH:15][c:16]12.